describe an organic reaction: reactants, conditions, products, and yield From a dataset of the Open Reaction Database (ORD), a public repository of structured organic reaction records. Starting materials: O, O=C(O)C(F)(F)F, CC1(C)OC2C(COS(N)(=O)=O)OC(n3cnc4c(NC5CCc6ccccc65)ncnc43)C2O1. The product is NS(=O)(=O)OCC1OC(n2cnc3c(NC4CCc5ccccc54)ncnc32)C(O)C1O. RXN SMILES: [OH2:43].[OH:36][C:37]([C:38]([F:39])([F:40])[F:41])=[O:42].[S:1]([NH2:2])([O:3][CH2:4][CH:5]1[O:6][CH:7]([n:15]2[c:16]3[n:17][cH:18][n:19][c:20]([NH:24][CH:25]4[CH2:26][CH2:27][c:28]5[cH:29][cH:30][cH:31][cH:32][c:33]54)[c:21]3[n:22][cH:23]2)[CH:8]2[O:9][C:10]([CH3:13])([CH3:14])[O:11][CH:12]12)(=[O:34])=[O:35]>>[S:1]([NH2:2])([O:3][CH2:4][CH:5]1[O:6][CH:7]([n:15]2[c:16]3[n:17][cH:18][n:19][c:20]([NH:24][CH:25]4[CH2:26][CH2:27][c:28]5[cH:29][cH:30][cH:31][cH:32][c:33]54)[c:21]3[n:22][cH:23]2)[CH:8]([OH:9])[CH:12]1[OH:11])(=[O:34])=[O:35]. The product is OCCCCCCCCCN1N=C(C(=N1)C1=CC=CC=C1)C1=CC=CC=C1 (2-(9-Hydroxynonyl)-4,5-diphenyl-1,2,3-triazole). Reaction SMILES: [C:1]1([C:7]2[N:8]=[N:9][NH:10][C:11]=2[C:12]2[CH:17]=[CH:16][CH:15]=[CH:14][CH:13]=2)[CH:6]=[CH:5][CH:4]=[CH:3][CH:2]=1.Br[CH2:19][CH2:20][CH2:21][CH2:22][CH2:23][CH2:24][CH2:25][CH2:26][CH2:27][OH:28].C(=O)([O-])[O-].[K+].[K+]>CC(=O)CC>[OH:28][CH2:27][CH2:26][CH2:25][CH2:24][CH2:23][CH2:22][CH2:21][CH2:20][CH2:19][N:9]1[N:8]=[C:7]([C:1]2[CH:6]=[CH:5][CH:4]=[CH:3][CH:2]=2)[C:11]([C:12]2[CH:13]=[CH:14][CH:15]=[CH:16][CH:17]=2)=[N:10]1 |f:2.3.4|. The solvent is CC(CC)=O (butanone). Procedure details: 4,5-Diphenyl-1,2,3-triazole was treated with 9-bromononan-1-ol and potassium carbonate in butanone to give after chromatography the title compound as a light brown oil. Reactants: C1(=CC=CC=C1)C=1N=NNC1C1=CC=CC=C1 (4,5-Diphenyl-1,2,3-triazole), BrCCCCCCCCCO (9-bromononan-1-ol), C([O-])([O-])=O.[K+].[K+] (potassium carbonate).